From a dataset of the Open Reaction Database (ORD), a public repository of structured organic reaction records. describe an organic reaction: reactants, conditions, products, and yield Reaction SMILES: [CH3:15][CH:16]1[N:17]([CH2:23][CH2:24][NH2:25])[CH:18]([CH3:22])[CH2:19][CH2:20][CH2:21]1.[CH3:1][C:2]1([CH3:14])[N:3]([CH2:8][C:9]([O:11][CH2:10][CH3:12])=[O:13])[C:4](=[O:7])[CH2:5][CH2:6]1>>[CH3:1][C:2]1([CH3:14])[N:3]([CH2:8][C:9](=[O:11])[NH:25][CH2:24][CH2:23][N:17]2[CH:16]([CH3:15])[CH2:21][CH2:20][CH2:19][CH:18]2[CH3:22])[C:4](=[O:7])[CH2:5][CH2:6]1. The reactants are CC1CCCC(C)N1CCN, CCOC(=O)CN1C(=O)CCC1(C)C. Yields the product CC1CCCC(C)N1CCNC(=O)CN1C(=O)CCC1(C)C. Reactants: BrCCC(C(=O)O)C1=CC(=C(C=C1)Cl)Cl (alpha-(2-bromoethyl)-3,4-dichlorophenylacetic acid), C(Cl)Cl (CH2Cl2), C(C(=O)Cl)(=O)Cl (oxalyl chloride). Solvent: CN(C)C=O (DMF). Yields the product BrCCC(C(=O)Cl)C1=CC(=C(C=C1)Cl)Cl (alpha-(2-bromoethyl)-3,4-dichlorophenylacetic acid chloride). RXN SMILES: [Br:1][CH2:2][CH2:3][CH:4]([C:8]1[CH:13]=[CH:12][C:11]([Cl:14])=[C:10]([Cl:15])[CH:9]=1)[C:5](O)=[O:6].C(Cl)[Cl:17].C(Cl)(=O)C(Cl)=O>CN(C=O)C>[Br:1][CH2:2][CH2:3][CH:4]([C:8]1[CH:13]=[CH:12][C:11]([Cl:14])=[C:10]([Cl:15])[CH:9]=1)[C:5]([Cl:17])=[O:6]. Procedure details: Dissolve the product of Step 2 (8.1 g, 25.96 mmoles) in 20 ml. of dry CH2Cl2. Add oxalyl chloride (8.1 g, 62.3 mmoles), followed by 50 μl of dry DMF and heat the solution to reflux for 3 h. Cool the solution to room temperature and remove the solvent and excess reagent using reduced pressure. Yield: 8.2 g (IR: 1785 cm-1). Starting materials: ClC1=C(C=O)C=C(C=N1)C1=CC=C(C=C1)OC (2-Chloro-5-(4-methoxyphenyl)-nicotinaldehyde), N1C=NC=C1 (imidazole), C1(C=CCCC1)=O (2-cyclohexen-1-one). Solvent: CO (MeOH), O (water), CO (MeOH). Yields the product ClC1=NC=C(C=C1C(C=1C(CCCC1)=O)O)C1=CC=C(C=C1)OC (2-[(2-Chloro-5-(4-methoxyphenyl)pyridine-3-yl)(hydroxy)methyl]cyclohex-2-en-1-one). The yield is 91.0%. Reaction SMILES: [Cl:1][C:2]1[N:9]=[CH:8][C:7]([C:10]2[CH:15]=[CH:14][C:13]([O:16][CH3:17])=[CH:12][CH:11]=2)=[CH:6][C:3]=1[CH:4]=[O:5].N1C=CN=C1.[C:23]1(=[O:29])[CH2:28][CH2:27][CH2:26][CH:25]=[CH:24]1>CO.O>[Cl:1][C:2]1[C:3]([CH:4]([OH:5])[C:24]2[C:23](=[O:29])[CH2:28][CH2:27][CH2:26][CH:25]=2)=[CH:6][C:7]([C:10]2[CH:15]=[CH:14][C:13]([O:16][CH3:17])=[CH:12][CH:11]=2)=[CH:8][N:9]=1. Reported procedure: The clear solution of 2-Chloro-5-(4-methoxyphenyl)-nicotinaldehyde (10 mmol, 2.45 g) and imidazole (10 mmol) in 50 ml. of MeOH was slowly charged with 50 ml. of deionized water. To a stirred homogeneous reaction mixture was added 2-cyclohexen-1-one (10.2 mmol., 1.0 g) at room temperature and reaction progress was monitored by TLC. Upon completion of the reaction, excess MeOH was removed under reduced pressure, washed with water and extracted with CHCl3 thrice. Combined organic layers were washed... The reactants are O1C(=CC=C1)C=1NC2=CC=C(C=C2C1)S(=O)(=O)C (2-(2-furanyl)-5-methanesulfonylindole), [H-].[Na+] (sodium hydride), [Cl-].[NH4+] (ammonium chloride), C1(CCCCC1)CBr (cyclohexylmethyl bromide). Run in CN(C=O)C (N,N-dimethylformamide). Conditions: time 15 minute. The product is C1(CCCCC1)CN1C(=CC2=CC(=CC=C12)S(=O)(=O)C)C=1OC=CC1 (1-Cyclohexylmethyl-2-(2-furanyl)-5-methanesulfonylindole). The yield is 79.9%. Reaction SMILES: [O:1]1[CH:5]=[CH:4][CH:3]=[C:2]1[C:6]1[NH:7][C:8]2[C:13]([CH:14]=1)=[CH:12][C:11]([S:15]([CH3:18])(=[O:17])=[O:16])=[CH:10][CH:9]=2.[H-].[Na+].[CH:21]1([CH2:27]Br)[CH2:26][CH2:25][CH2:24][CH2:23][CH2:22]1.[Cl-].[NH4+]>CN(C)C=O>[CH:21]1([CH2:27][N:7]2[C:8]3[C:13](=[CH:12][C:11]([S:15]([CH3:18])(=[O:17])=[O:16])=[CH:10][CH:9]=3)[CH:14]=[C:6]2[C:2]2[O:1][CH:5]=[CH:4][CH:3]=2)[CH2:26][CH2:25][CH2:24][CH2:23][CH2:22]1 |f:1.2,4.5|. Procedure details: To a solution of 2-(2-furanyl)-5-methanesulfonylindole (150 mg) in N,N-dimethylformamide (6 ml), 60% sodium hydride (34.4 mg) was added at 0° C. under nitrogen atmosphere and the mixture was stirred for 15 minutes. Subsequently, cyclohexylmethyl bromide (205 mg) was added to the mixture, followed by stirring for 3 hours. After completion of the reaction, the reaction solution was poured into a saturated aqueous ammonium chloride solution, extracted with toluene, washed with a saturated aqueous N... As a reaction SMILES: [CH3:30][OH:31].[Na+:29].[OH-:28].[n:1]1[c:2]([CH2:7][S:8][CH2:9][CH:10]([C:11](=[O:12])[O:13][CH3:14])[NH:15][CH:16]([C:17]([F:18])([F:19])[F:20])[c:21]2[cH:22][cH:23][c:24]([F:27])[cH:25][cH:26]2)[cH:3][cH:4][cH:5][cH:6]1>>[n:1]1[c:2]([CH2:7][S:8][CH2:9][CH:10]([C:11](=[O:12])[OH:13])[NH:15][CH:16]([C:17]([F:18])([F:19])[F:20])[c:21]2[cH:22][cH:23][c:24]([F:27])[cH:25][cH:26]2)[cH:3][cH:4][cH:5][cH:6]1. Product: O=C(O)C(CSCc1ccccn1)NC(c1ccc(F)cc1)C(F)(F)F. The reactants are CO, [Na+], [OH-], COC(=O)C(CSCc1ccccn1)NC(c1ccc(F)cc1)C(F)(F)F. The reactants are Cc1ccc(-c2ccc(OCc3ccccc3)cc2)n1CCc1ccc(O)cc1, CCCCCC1CCC(CO)CC1, Cc1ccccc1, O=C(N=NC(=O)N1CCCCC1)N1CCCCC1, O, c1ccc(P(c2ccccc2)c2ccccc2)cc1. The product is CCCCCC1CCC(COc2ccc(CCn3c(C)ccc3-c3ccc(OCc4ccccc4)cc3)cc2)CC1. RXN SMILES: [CH2:1]([c:2]1[cH:3][cH:4][cH:5][cH:6][cH:7]1)[O:8][c:9]1[cH:10][cH:11][c:12](-[c:15]2[n:16]([CH2:21][CH2:22][c:23]3[cH:24][cH:25][c:26]([OH:29])[cH:27][cH:28]3)[c:17]([CH3:20])[cH:18][cH:19]2)[cH:13][cH:14]1.[CH2:30]([CH2:31][CH2:32][CH2:33][CH3:34])[CH:35]1[CH2:36][CH2:37][CH:38]([CH2:41][OH:42])[CH2:39][CH2:40]1.[CH3:80][c:81]1[cH:82][cH:83][cH:84][cH:85][cH:86]1.[N:62]([C:63]([N:64]1[CH2:65][CH2:66][CH2:67][CH2:68][CH2:69]1)=[O:70])=[N:71][C:72]([N:73]1[CH2:74][CH2:75][CH2:76][CH2:77][CH2:78]1)=[O:79].[OH2:87].[c:43]1([P:44]([c:45]2[cH:46][cH:47][cH:48][cH:49][cH:50]2)[c:51]2[cH:52][cH:53][cH:54][cH:55][cH:56]2)[cH:57][cH:58][cH:59][cH:60][cH:61]1>>[CH2:1]([c:2]1[cH:3][cH:4][cH:5][cH:6][cH:7]1)[O:8][c:9]1[cH:10][cH:11][c:12](-[c:15]2[n:16]([CH2:21][CH2:22][c:23]3[cH:24][cH:25][c:26]([O:29][CH2:41][CH:38]4[CH2:37][CH2:36][CH:35]([CH2:30][CH2:31][CH2:32][CH2:33][CH3:34])[CH2:40][CH2:39]4)[cH:27][cH:28]3)[c:17]([CH3:20])[cH:18][cH:19]2)[cH:13][cH:14]1. Starting materials: C1(=CC=C(C=C1)S(=O)(=O)OCC1COC2=C(O1)C=CC=C2)C (1,4-benzodioxan-2-ylmethyl toluene-4-sulphonate), [I-].[K+] (Potassium iodide), ClC1=C(C=CC=C1)N1CCC(CC1)CN (1-[1-(2-chlorophenyl)piperid-4-yl]methylamine), C([O-])([O-])=O.[K+].[K+] (potassium carbonate). Run in C(C)#N (acetonitrile). Conditions: time 24 hour. Yields the product Cl.O1C(COC2=C1C=CC=C2)CNCC2CCN(CC2)C2=C(C=CC=C2)Cl (N-(1,4-benzodioxan-2-ylmethyl)-1-[1-(2-chlorophenyl)piperid-4-yl]methylamine hydrochloride). Reaction SMILES: C1(C)C=CC(S(O[CH2:11][CH:12]2[O:17][C:16]3[CH:18]=[CH:19][CH:20]=[CH:21][C:15]=3[O:14][CH2:13]2)(=O)=O)=CC=1.[Cl:23][C:24]1[CH:29]=[CH:28][CH:27]=[CH:26][C:25]=1[N:30]1[CH2:35][CH2:34][CH:33]([CH2:36][NH2:37])[CH2:32][CH2:31]1.C(=O)([O-])[O-].[K+].[K+].[I-].[K+]>C(#N)C>[ClH:23].[O:17]1[C:16]2[CH:18]=[CH:19][CH:20]=[CH:21][C:15]=2[O:14][CH2:13][CH:12]1[CH2:11][NH:37][CH2:36][CH:33]1[CH2:34][CH2:35][N:30]([C:25]2[CH:26]=[CH:27][CH:28]=[CH:29][C:24]=2[Cl:23])[CH2:31][CH2:32]1 |f:2.3.4,5.6,8.9|. Procedure: A mixture of 1,4-benzodioxan-2-ylmethyl toluene-4-sulphonate (1.68 g, prepared in a similar manner to that described in Example 1), 1-[1-(2-chlorophenyl)piperid-4-yl]methylamine (1.8 g) and potassium carbonate (10 g) in acetonitrile (150 ml) was heated under reflux with stirring for 24 hours. Potassium iodide (0.2 g) was added to the reaction mixture and heating under reflux continued for a further 24 hours. The cooled mixture was filtered and the solvent removed from the filtrate in vacuo. The ...